Dataset: the Open Reaction Database (ORD), a public repository of structured organic reaction records. Task: describe an organic reaction: reactants, conditions, products, and yield Starting materials: solid, OC1=CC=C(C=C1)N1C(=NC2=C(C1=O)C=C(N=C2)OC)C (3-(4-hydroxyphenyl)-6-methoxy-2-methylpyrido[3,4-d]pyrimidin-4(3H)-one), Br.BrCCCN1CC=CC=C1 (1-(3-bromopropyl)pyridine hydrobromide). Yields the product COC1=CC2=C(N=C(N(C2=O)C2=CC=C(C=C2)OCCCN2CCCCC2)C)C=N1 (6-methoxy-2-methyl-3-[4-(3-piperidin-1-ylpropoxy)phenyl]pyrido[3,4-d]pyrimidin-4(3H)-one). As a reaction SMILES: [OH:1][C:2]1[CH:7]=[CH:6][C:5]([N:8]2[C:13](=[O:14])[C:12]3[CH:15]=[C:16]([O:19][CH3:20])[N:17]=[CH:18][C:11]=3[N:10]=[C:9]2[CH3:21])=[CH:4][CH:3]=1.Br.Br[CH2:24][CH2:25][CH2:26][N:27]1[CH:32]=[CH:31][CH:30]=[CH:29][CH2:28]1>>[CH3:20][O:19][C:16]1[N:17]=[CH:18][C:11]2[N:10]=[C:9]([CH3:21])[N:8]([C:5]3[CH:4]=[CH:3][C:2]([O:1][CH2:24][CH2:25][CH2:26][N:27]4[CH2:32][CH2:31][CH2:30][CH2:29][CH2:28]4)=[CH:7][CH:6]=3)[C:13](=[O:14])[C:12]=2[CH:15]=1 |f:1.2|. Procedure details: The title compound was synthesized as a white solid (m.p.:145-147° C.) by the method according to Example 63, using 3-(4-hydroxyphenyl)-6-methoxy-2-methylpyrido[3,4-d]pyrimidin-4(3H)-one synthesized in Example 197 and 1-(3-bromopropyl)pyridine hydrobromide as starting materials, followed by recrystallization (ethyl acetate/diethyl ether). Yields the product COc1ccc(-c2nc(Sc3ccccc3NC(C)=O)[nH]c2-c2ccc(OC)cc2)cc1. Reaction SMILES: [CH3:1][O:2][c:3]1[cH:4][cH:5][c:6](-[c:9]2[n:10][c:11]([S:22][c:23]3[c:24]([N+:29]([O-:30])=[O:31])[cH:25][cH:26][cH:27][cH:28]3)[nH:12][c:13]2-[c:14]2[cH:15][cH:16][c:17]([O:20][CH3:21])[cH:18][cH:19]2)[cH:7][cH:8]1.[CH3:33][C:34]([OH:35])=[O:36].[CH3:37][C:38]([O:39][C:40](=[O:41])[CH3:42])=[O:43].[Fe:44].[OH2:32]>>[CH3:1][O:2][c:3]1[cH:4][cH:5][c:6](-[c:9]2[n:10][c:11]([S:22][c:23]3[c:24]([NH:29][C:34]([CH3:33])=[O:35])[cH:25][cH:26][cH:27][cH:28]3)[nH:12][c:13]2-[c:14]2[cH:15][cH:16][c:17]([O:20][CH3:21])[cH:18][cH:19]2)[cH:7][cH:8]1. Reactants: COc1ccc(-c2nc(Sc3ccccc3[N+](=O)[O-])[nH]c2-c2ccc(OC)cc2)cc1, CC(=O)O, CC(=O)OC(C)=O, [Fe], O.